describe an organic reaction: reactants, conditions, products, and yield From a dataset of the Open Reaction Database (ORD), a public repository of structured organic reaction records. Run at temperature 110 celsius, time 1 hour. RXN SMILES: C1(C)C=CC(S([O:10][CH2:11][C@@H:12]2[O:16][C:15](=[O:17])[CH2:14][CH2:13]2)(=O)=O)=CC=1.C(=O)([O-])[O-].[K+].[K+].[CH2:25]([C:27]([C:46]1[CH:51]=[CH:50][C:49](O)=[C:48]([CH3:53])[CH:47]=1)([C:30]1[CH:35]=[CH:34][C:33]([B:36]2[O:40][C:39]([CH3:42])([CH3:41])[C:38]([CH3:44])([CH3:43])[O:37]2)=[C:32]([CH3:45])[CH:31]=1)[CH2:28][CH3:29])[CH3:26].C(OCC)(=O)C>CN(C)C=O>[CH2:25]([C:27]([C:46]1[CH:51]=[CH:50][C:49]([O:10][CH2:11][C@@H:12]2[O:16][C:15](=[O:17])[CH2:14][CH2:13]2)=[C:48]([CH3:53])[CH:47]=1)([C:30]1[CH:35]=[CH:34][C:33]([B:36]2[O:40][C:39]([CH3:41])([CH3:42])[C:38]([CH3:43])([CH3:44])[O:37]2)=[C:32]([CH3:45])[CH:31]=1)[CH2:28][CH3:29])[CH3:26] |f:1.2.3|. The yield is 76.7%. Starting materials: C1(=CC=C(C=C1)S(=O)(=O)OC[C@H]1CCC(O1)=O)C ((R)-(−)-Dihydro-5-(p-tolyl-sulfonyloxymethyl)-2(3H)-furanone), C(C)(=O)OCC (Ethyl acetate), C([O-])([O-])=O.[K+].[K+] (potassium carbonate), C(C)C(CC)(C1=CC(=C(C=C1)B1OC(C(O1)(C)C)(C)C)C)C1=CC(=C(C=C1)O)C (4-{1-ethyl-1-[3-methyl-4-(4,4,5,5-tetramethyl-[1,3,2]dioxaborolan-2-yl)-phenyl]-propyl}-2-methyl-phenol). Procedure details: (R)-(−)-Dihydro-5-(p-tolyl-sulfonyloxymethyl)-2(3H)-furanone (293 mg, 1.084 mmol) and potassium carbonate (180 mg, 1.301 mmol) were added to a solution of 4-{1-ethyl-1-[3-methyl-4-(4,4,5,5-tetramethyl-[1,3,2]dioxaborolan-2-yl)-phenyl]-propyl}-2-methyl-phenol (Example 15-(2); 171 mg, 0.434 mmol) in N,N-dimethylformamide (1.5 mL) at room temperature, and the mixture was stirred at 110° C. for one hour. Ethyl acetate was added to the reaction solution. The organic layer was washed with brine and dr... The solvent is CN(C=O)C (N,N-dimethylformamide). The product is C(C)C(CC)(C1=CC(=C(C=C1)B1OC(C(O1)(C)C)(C)C)C)C1=CC(=C(OC[C@H]2CCC(O2)=O)C=C1)C ((R)-5-(4-{1-ethyl-1-[3-methyl-4-(4,4,5,5-tetramethyl-[1,3,2]dioxaborolan-2-yl)-phenyl]-propyl}-2-methyl-phenoxymethyl)-dihydro-furan-2-one). Starting materials: [BH3-]C#N, CC(C)O, O=C1CCc2ccc(F)c(F)c21, [Na+]. Yields the product NC1CCc2ccc(F)c(F)c21. Reaction SMILES: [C:13](#[N:14])[BH3-:15].[CH:17]([OH:18])([CH3:19])[CH3:20].[F:1][c:2]1[cH:3][cH:4][c:5]2[c:9]([c:10]1[F:11])[C:8](=[O:12])[CH2:7][CH2:6]2.[Na+:16]>>[F:1][c:2]1[cH:3][cH:4][c:5]2[c:9]([c:10]1[F:11])[CH:8]([NH2:14])[CH2:7][CH2:6]2. Product: OC(C(=O)N)(C)C (α-hydroxyisobutyramide), S(=O)(=O)(O)O.OC(C(=O)N)(C)C (α-hydroxyisobutyramide sulphate). Procedure details: This preparation generally comprises the reaction of acetone cyanohydrin with concentrated sulphuric acid to give α-hydroxyisobutyramide and α-hydroxyisobutyramide sulphate. These two compounds are then heated to give sulphuric methacrylamide. As a reaction SMILES: [CH3:1][C:2]([CH3:6])([OH:5])[C:3]#[N:4].[S:7](=[O:11])(=[O:10])([OH:9])[OH:8]>>[OH:5][C:2]([CH3:6])([CH3:1])[C:3]([NH2:4])=[O:8].[S:7]([OH:11])([OH:10])(=[O:9])=[O:8].[OH:5][C:2]([CH3:6])([CH3:1])[C:3]([NH2:4])=[O:8] |f:3.4|. Reactants: CC(C#N)(O)C (acetone cyanohydrin), S(O)(O)(=O)=O (sulphuric acid). The reactants are CO, COc1ccc(-c2cc3cc(Cl)cc(Cl)c3o2)cc1, Cl, O, c1ccncc1. Yields the product Oc1ccc(-c2cc3cc(Cl)cc(Cl)c3o2)cc1. RXN SMILES: [CH3:27][OH:28].[Cl:1][c:2]1[cH:3][c:4]([Cl:19])[c:5]2[c:6]([cH:7][c:8](-[c:10]3[cH:11][cH:12][c:13]([O:16][CH3:17])[cH:14][cH:15]3)[o:9]2)[cH:18]1.[ClH:26].[OH2:29].[cH:20]1[cH:21][cH:22][n:23][cH:24][cH:25]1>>[Cl:1][c:2]1[cH:3][c:4]([Cl:19])[c:5]2[c:6]([cH:7][c:8](-[c:10]3[cH:11][cH:12][c:13]([OH:16])[cH:14][cH:15]3)[o:9]2)[cH:18]1. The reactants are ClC1=NC(=C(C=2N1N=CN2)CCOCC)C2=CC=CC=C2 (5-chloro-8-(2-ethoxyethyl)-7-phenyl[1,2,4]triazolo[1,5-c]pyrimidine), [N-]=[N+]=[N-].[Na+] (sodium azide), O (water). Solvent: CS(=O)C (dimethylsulfoxide). Conditions: time 5 hour. The product is C(C)OCCC=1C=2N(C=3N(C1C1=CC=CC=C1)N=NN3)N=CN2 (6-(2-ethoxyethyl)-5-phenyltetrazolo[1,5-a][1,2,4]triazolo[1,5-c]pyrimidine). RXN SMILES: Cl[C:2]1[N:7]2[N:8]=[CH:9][N:10]=[C:6]2[C:5]([CH2:11][CH2:12][O:13][CH2:14][CH3:15])=[C:4]([C:16]2[CH:21]=[CH:20][CH:19]=[CH:18][CH:17]=2)[N:3]=1.[N-:22]=[N+:23]=[N-:24].[Na+].O>CS(C)=O>[CH2:14]([O:13][CH2:12][CH2:11][C:5]1[C:6]2[N:7]([N:8]=[CH:9][N:10]=2)[C:2]2[N:3]([N:22]=[N:23][N:24]=2)[C:4]=1[C:16]1[CH:21]=[CH:20][CH:19]=[CH:18][CH:17]=1)[CH3:15] |f:1.2|. Reported procedure: To a solution containing 30.2 g of 5-chloro-8-(2-ethoxyethyl)-7-phenyl[1,2,4]triazolo[1,5-c]pyrimidine (0.1 moles) dissolved in 200 ml of dimethylsulfoxide is added 20 g of sodium azide (0.3 moles). The resulting reaction mixture is heated to 65°-70° C. and then stirred for 5 hours. The reaction mixture is then stirred overnight at room temperature. The reaction mixture is then stirred into 1 liter of water and a precipitate forms. The mixture is filtered and the precipitate is washed with water...